Task: describe an organic reaction: reactants, conditions, products, and yield. Dataset: the Open Reaction Database (ORD), a public repository of structured organic reaction records Reactants: COC=1C=C(C=O)C=CC1OC (3,4-dimethoxybenzaldehyde), C(CC(=O)O)(=O)O (malonic acid), N1CCCCC1 (piperidine). Solvent: N1=CC=CC=C1 (pyridine). Reaction conditions: time 7 hour. Product: COC=1C=C(C=CC1OC)C=CC(=O)O (3-(3,4-Dimethoxy-phenyl)-acrylic acid). Isolated yield 88.5%. RXN SMILES: [CH3:1][O:2][C:3]1[CH:4]=[C:5]([CH:8]=[CH:9][C:10]=1[O:11][CH3:12])[CH:6]=O.C(O)(=O)[CH2:14][C:15]([OH:17])=[O:16].N1CCCCC1>N1C=CC=CC=1>[CH3:1][O:2][C:3]1[CH:4]=[C:5]([CH:6]=[CH:14][C:15]([OH:17])=[O:16])[CH:8]=[CH:9][C:10]=1[O:11][CH3:12]. Procedure details: To a solution of 1000 g (6.024 mol) of 3,4-dimethoxybenzaldehyde in 3 L pyridine, 1378.3 g (13.25 mol) of malonic acid and 100 mL of piperidine were added. The resulting mixture was stirred at 105° C. to 110° C. for 6-8 h. After completion of the reaction, the reaction mixture was cooled to 25° C. to 30° C. and slowly quenched the reaction mixture into 10 L of 5% sodium hydroxide solution at 25° C. to 30° C. (pH: 9-10). The reaction mixture was washed with ethyl acetate (2×5 L) and the organic l...